This data is from the Open Reaction Database (ORD), a public repository of structured organic reaction records. The task is: describe an organic reaction: reactants, conditions, products, and yield Starting materials: CCOC(=O)CC(=O)CC(O)C=Cc1c(C2CC2)nc2ccccc2c1-c1ccc(F)cc1, CC(C)=O, CO, CCOC(C)=O, CCCCCC, O, O=S(=O)(O)O. The product is CCOC(=O)CC(=O)CC(=O)C=Cc1c(C2CC2)nc2ccccc2c1-c1ccc(F)cc1. As a reaction SMILES: [CH2:1]([CH3:2])[O:3][C:4]([CH2:5][C:6]([CH2:7][CH:8]([CH:9]=[CH:10][c:11]1[c:12]([CH:28]2[CH2:29][CH2:30]2)[n:13][c:14]2[cH:15][cH:16][cH:17][cH:18][c:19]2[c:20]1-[c:21]1[cH:22][cH:23][c:24]([F:27])[cH:25][cH:26]1)[OH:31])=[O:32])=[O:33].[CH3:34][C:35](=[O:36])[CH3:37].[CH3:43][OH:44].[CH3:46][CH2:47][O:48][C:49](=[O:50])[CH3:51].[CH3:52][CH2:53][CH2:54][CH2:55][CH2:56][CH3:57].[OH2:45].[S:38](=[O:39])(=[O:40])([OH:41])[OH:42]>>[CH2:1]([CH3:2])[O:3][C:4]([CH2:5][C:6]([CH2:7][C:8]([CH:9]=[CH:10][c:11]1[c:12]([CH:28]2[CH2:29][CH2:30]2)[n:13][c:14]2[cH:15][cH:16][cH:17][cH:18][c:19]2[c:20]1-[c:21]1[cH:22][cH:23][c:24]([F:27])[cH:25][cH:26]1)=[O:31])=[O:32])=[O:33]. Starting materials: N1(CCCCCC1)C(=O)C(=O)NC(C(=O)NC(C(=O)O)CC1=CC=C(C=C1)OCC1=CC=CC=C1)CC(C)C (2-{2[(Azepane-1-carbonyl-carbonyl)-amino]-4-methyl-pentanoylamino }-3-(4-benzyloxy-phenyl) propionic acid), OCCN (2-hydroxyethylamine), CN(C)C=O (DMF). Reaction conditions: time 8 hour. Product: C(C1=CC=CC=C1)OC1=CC=C(C=C1)CC(C(NCCO)=O)NC(=O)C(CC(C)C)NC(=O)N1CCCCCC1 (Azepane-1-carboxylic acid {1-[2-(4-benzyloxy-phenyl)-1-(2-hydroxy-ethylcarbamoyl)-ethylcarbamoyl]-3-methyl-butyl}-amide). RXN SMILES: N1(C(C([NH:12][CH:13]([CH2:36][CH:37]([CH3:39])[CH3:38])[C:14]([NH:16][CH:17]([CH2:21][C:22]2[CH:27]=[CH:26][C:25]([O:28][CH2:29][C:30]3[CH:35]=[CH:34][CH:33]=[CH:32][CH:31]=3)=[CH:24][CH:23]=2)[C:18]([OH:20])=O)=[O:15])=O)=O)CCCCCC1.[OH:40][CH2:41][CH2:42][NH2:43].[CH3:44][N:45]([CH:47]=[O:48])[CH3:46]>>[CH2:29]([O:28][C:25]1[CH:24]=[CH:23][C:22]([CH2:21][CH:17]([NH:16][C:14]([CH:13]([NH:12][C:47]([N:45]2[CH2:46][CH2:37][CH2:36][CH2:13][CH2:14][CH2:44]2)=[O:48])[CH2:36][CH:37]([CH3:39])[CH3:38])=[O:15])[C:18](=[O:20])[NH:43][CH2:42][CH2:41][OH:40])=[CH:27][CH:26]=1)[C:30]1[CH:35]=[CH:34][CH:33]=[CH:32][CH:31]=1. Reported procedure: A suspension of the resin prepared in Example AS (2-{2[(Azepane-1-carbonyl-carbonyl)-amino]-4-methyl-pentanoylamino }-3-(4-benzyloxy-phenyl) propionic acid kaiser oxime resin ester) (0.5 g, load Å 0.3-0.5 mmol/g resin) in 4 mL of DMF was treated with 2-hydroxyethylamine (2.5 mmol). The resulting suspension was shaken overnight, and the resin was removed by filtration. The resin was washed with additional DMF, and the combined solvent was removed under vacuum. The residue was dissolved in CH2Cl2 ...